From a dataset of the Open Reaction Database (ORD), a public repository of structured organic reaction records. describe an organic reaction: reactants, conditions, products, and yield Reaction SMILES: [CH2:22]1[O:23][CH2:24][CH2:25][CH2:26]1.[CH3:1][C:2]1([CH3:18])[O:3][C:4](=[O:19])[CH:5]([CH:7]2[S:8][c:9]3[c:10]([cH:14][cH:15][cH:16][cH:17]3)[NH:11][C:12]2=[O:13])[O:6]1.[NH2:20][OH:21]>>[O:3]=[C:4]([CH:5]([OH:6])[CH:7]1[S:8][c:9]2[c:10]([cH:14][cH:15][cH:16][cH:17]2)[NH:11][C:12]1=[O:13])[NH:20][OH:21]. The product is O=C(NO)C(O)C1Sc2ccccc2NC1=O. The reactants are C1CCOC1, CC1(C)OC(=O)C(C2Sc3ccccc3NC2=O)O1, NO.